This data is from the Open Reaction Database (ORD), a public repository of structured organic reaction records. The task is: describe an organic reaction: reactants, conditions, products, and yield Reactants: C(CCCCCCCC=CCC=CCC=C)(=O)OC (methyl hexadeca-9,12,15-trienoate), C(CCCCCCCC#CCC#CCC=C)(=O)OC (methyl hexadeca-15-en-9,12-diynoate). Reagents/catalysts: [Pd].CC(=O)[O-].CC(=O)[O-].[Pb+2] (Lindlar catalyst). Run in C(C)(=O)OCC (ethyl acetate). Product: C(CCCCCCC\C=C/C\C=C/CC=C)(=O)OC ((9Z,12Z)-methyl hexadeca-9,12,15-trienoate). Reaction SMILES: [C:1]([O:18][CH3:19])(=[O:17])[CH2:2][CH2:3][CH2:4][CH2:5][CH2:6][CH2:7][CH2:8][CH:9]=[CH:10][CH2:11][CH:12]=[CH:13][CH2:14][CH:15]=[CH2:16].C(OC)(=O)CCCCCCCC#CCC#CCC=C>C(OCC)(=O)C.[Pd].CC([O-])=O.CC([O-])=O.[Pb+2]>[C:1]([O:18][CH3:19])(=[O:17])[CH2:2][CH2:3][CH2:4][CH2:5][CH2:6][CH2:7][CH2:8]/[CH:9]=[CH:10]\[CH2:11]/[CH:12]=[CH:13]\[CH2:14][CH:15]=[CH2:16] |f:3.4.5.6|. Procedure details: For the preparation of methyl hexadeca-9,12,15-trienoate, a solution of methyl hexadeca-15-en-9,12-diynoate (800 mg) in ethyl acetate (15 mL) was hydrogenated in the presence of Lindlar catalyst (300 mg) at ambient pressure using a balloon for 20 h. The catalyst was then removed by filtration, and the solvent was evaporated to yield (9Z,12Z)-methyl hexadeca-9,12,15-trienoate as the major product. A portion of the product was then purified by preparative thin layer chromatography using hexanes:et... Starting materials: BrC1=CC(N(C=C1OC)C(C(=O)NC1=CC=C(C(=O)OC(C)(C)C)C=C1)C)=O (tert-butyl 4-{[2-(4-bromo-5-methoxy-2-oxopyridin-1(2H)-yl)propanoyl]amino}benzoate), [1,1-bis(diphenylphosphino)ferrocene]palladium(II) chloride dichloromethane, ClC=1C=CC(=C(C1)B(O)O)OC(F)(F)F (5-chloro-2-trifluoromethoxyphenylboronic acid), C([O-])([O-])=O.[K+].[K+] (potassium carbonate). Solvent: O1CCOCC1 (dioxane). Reaction conditions: time 8 hour. Product: ClC=1C=CC(=C(C1)C1=CC(N(C=C1OC)C(C(=O)NC1=CC=C(C(=O)OC(C)(C)C)C=C1)C)=O)OC(F)(F)F (tert-Butyl 4-[(2-{4-[5-chloro-2-(trifluoromethoxy)phenyl]-5-methoxy-2-oxopyridin-1(2H)-yl}propanoyl)amino]benzoate). As a reaction SMILES: Br[C:2]1[C:7]([O:8][CH3:9])=[CH:6][N:5]([CH:10]([CH3:27])[C:11]([NH:13][C:14]2[CH:26]=[CH:25][C:17]([C:18]([O:20][C:21]([CH3:24])([CH3:23])[CH3:22])=[O:19])=[CH:16][CH:15]=2)=[O:12])[C:4](=[O:28])[CH:3]=1.[Cl:29][C:30]1[CH:31]=[CH:32][C:33]([O:39][C:40]([F:43])([F:42])[F:41])=[C:34](B(O)O)[CH:35]=1.C(=O)([O-])[O-].[K+].[K+]>O1CCOCC1>[Cl:29][C:30]1[CH:31]=[CH:32][C:33]([O:39][C:40]([F:41])([F:42])[F:43])=[C:34]([C:2]2[C:7]([O:8][CH3:9])=[CH:6][N:5]([CH:10]([CH3:27])[C:11]([NH:13][C:14]3[CH:15]=[CH:16][C:17]([C:18]([O:20][C:21]([CH3:23])([CH3:24])[CH3:22])=[O:19])=[CH:25][CH:26]=3)=[O:12])[C:4](=[O:28])[CH:3]=2)[CH:35]=1 |f:2.3.4|. Reported procedure: Under argon (in a flask dried by heating), 125 mg (0.28 mmol) of tert-butyl 4-{[2-(4-bromo-5-methoxy-2-oxopyridin-1(2H)-yl)propanoyl]amino}benzoate (racemate), 80 mg (0.33 mmol, 1.2 eq.) of 5-chloro-2-trifluoromethoxyphenylboronic acid, 115 mg (0.83 mmol, 3.0 eq.) of potassium carbonate and 23 mg (0.03 mmol, 0.1 eq.) of [1,1-bis(diphenylphosphino)ferrocene]palladium(II) chloride/dichloromethane monoadduct were suspended in 5.0 ml of dioxane and stirred overnight in an oil bath already preheated ...